This data is from the Open Reaction Database (ORD), a public repository of structured organic reaction records. The task is: describe an organic reaction: reactants, conditions, products, and yield Reactants: FC1=CC2=C(N(C(CO2)=O)CC#C)C=C1NN (7-fluoro-4-propargyl-2H-1,4-benzoxazin-3(4H)-on-6-ylhydrazine), C(C)(=O)O (acetic acid), O (water), resultant mixture. Run in C(C)O (ethanol). Product: FC1=CC2=C(N(C(CO2)=O)CC#C)C=C1NNC1C(CCCC1)=NO (2-[2-(7-fluoro-4-propargyl-2H-1,4-benzoxazin-3(4H)-on-6-yl)hydrazino]cyclohexanone oxime). RXN SMILES: [F:1][C:2]1[C:15]([NH:16][NH2:17])=[CH:14][C:5]2[N:6]([CH2:11][C:12]#[CH:13])[C:7](=[O:10])[CH2:8][O:9][C:4]=2[CH:3]=1.[C:18](O)(=O)[CH3:19].[OH2:22]>C(O)C>[F:1][C:2]1[C:15]([NH:16][NH:17][CH:19]2[CH2:18][CH2:2][CH2:3][CH2:4][C:5]2=[N:6][OH:22])=[CH:14][C:5]2[N:6]([CH2:11][C:12]#[CH:13])[C:7](=[O:10])[CH2:8][O:9][C:4]=2[CH:3]=1. Reported procedure: To a solution of 7-fluoro-4-propargyl-2H-1,4-benzoxazin-3(4H)-on-6-ylhydrazine (2.5 g) and enaminoxime (2.5 g) in ethanol (50 g), acetic acid (0.1 g) was added, and the resultant mixture was heated under reflux for 3 hours. After completion of the reaction, water was added to the reaction mixture, and the precipitated crystals were collected by filtration and washed with ether to give 2-[2-(7-fluoro-4-propargyl-2H-1,4-benzoxazin-3(4H)-on-6-yl)hydrazino]cyclohexanone oxime (4.0 g). Procedure: Finely-ground 1-[(1,2,3,4-tetrahydro-1-oxo-2-naphthalenyl)-methyl]-4-anilino isonipecotonitrile (5.0 g) is slurried in absolute ethanol and treated with 1.2 equivalents of ethereal hydrogen chloride. The resulting mixture is cooled and filtered to yield the title compound. The solvent is C(C)O (ethanol). The reactants are O=C1C(CCC2=CC=CC=C12)CN1CCC(C#N)(CC1)NC1=CC=CC=C1 (1-[(1,2,3,4-tetrahydro-1-oxo-2-naphthalenyl)-methyl]-4-anilino isonipecotonitrile), Cl (hydrogen chloride). As a reaction SMILES: [O:1]=[C:2]1[C:11]2[C:6](=[CH:7][CH:8]=[CH:9][CH:10]=2)[CH2:5][CH2:4][CH:3]1[CH2:12][N:13]1[CH2:20][CH2:19][C:16]([NH:21][C:22]2[CH:27]=[CH:26][CH:25]=[CH:24][CH:23]=2)([C:17]#[N:18])[CH2:15][CH2:14]1.[ClH:28]>C(O)C>[ClH:28].[O:1]=[C:2]1[C:11]2[C:6](=[CH:7][CH:8]=[CH:9][CH:10]=2)[CH2:5][CH2:4][CH:3]1[CH2:12][N:13]1[CH2:20][CH2:19][C:16]([NH:21][C:22]2[CH:27]=[CH:26][CH:25]=[CH:24][CH:23]=2)([C:17]#[N:18])[CH2:15][CH2:14]1 |f:3.4|. Product: Cl.O=C1C(CCC2=CC=CC=C12)CN1CCC(C#N)(CC1)NC1=CC=CC=C1 (1-[(1,2,3,4-tetrahydro-1-oxo-2-naphthalenyl)methyl]-4-anilino isonipecotonitrile, hydrochloride). Solvent: ClCCl (dichloromethane), [OH-].[Na+] (sodium hydroxide), [OH-].[Na+] (NaOH), [OH-].[Na+] (NaOH). Reported procedure: 2,2,3,3-tetramethylcyclopropanecarbonyl taurine (TMC-taurine) is synthesized by adding tetramethylcyclopropanecarbonyl chloride (TMC-chloride) to taurine dissolved in a sodium hydroxide solution, preferably 5–15% NaOH aqueous solution, more preferably 10% NaOH aqueous solution. The reaction mixture is stirred for 3–10 hrs, preferably for 5 hr at room temperature (20–25° C.). The water is evaporated and the product is extracted by boiling ethanol. The insoluble salts are filtered off and TMC-taur... Conditions: time 5 hour. RXN SMILES: [CH3:1][C:2]1([CH3:10])[CH:4]([C:5](Cl)=[O:6])[C:3]1([CH3:9])[CH3:8].[NH2:11][CH2:12][CH2:13][S:14]([OH:17])(=[O:16])=[O:15]>[OH-].[Na+].ClCCl>[CH3:1][C:2]1([CH3:10])[C:3]([CH3:9])([CH3:8])[CH:4]1[C:5]([NH:11][CH2:12][CH2:13][S:14]([OH:17])(=[O:16])=[O:15])=[O:6] |f:2.3|. The product is CC1(C(C1(C)C)C(=O)NCCS(=O)(=O)O)C (2,2,3,3-tetramethylcyclopropanecarbonyl taurine), compound XXVII. The reactants are TMC-taurine chloride, amine, compound XXVI, CC1(C(C1C(=O)Cl)(C)C)C (tetramethylcyclopropanecarbonyl chloride), NCCS(=O)(=O)O (taurine).